This data is from the Open Reaction Database (ORD), a public repository of structured organic reaction records. The task is: describe an organic reaction: reactants, conditions, products, and yield Starting materials: ClC=1C=CC(=NC1)NC(C1=C(C=CC(=C1)F)NC(C1=C(C=C(C=C1)F)OCCCNC(=O)OC(C)(C)C)=O)=O (N-(5-chloropyridin-2-yl)-5-fluoro-2-[4-fluoro-2-(3-tert-butoxycarbonylaminopropoxy)benzoylamino]benzamide), N1CCCC1 (pyrrolidine). The product is C(C)(C)(C)OC(=O)NCCCOC1=C(C(=O)NC2=C(C(=O)NC3=NC=C(C=C3)Cl)C=C(C=C2)F)C=CC(=C1)N1CCCC1 (2-[2-(3-tert-Butoxycarbonylaminopropoxy)-4-(pyrrolidin-1-yl)benzoylamino]-N-(5-chloropyridin-2-yl)-5-fluorobenzamide). Isolated yield 79.0%. Reaction SMILES: [Cl:1][C:2]1[CH:3]=[CH:4][C:5]([NH:8][C:9](=[O:39])[C:10]2[CH:15]=[C:14]([F:16])[CH:13]=[CH:12][C:11]=2[NH:17][C:18](=[O:38])[C:19]2[CH:24]=[CH:23][C:22](F)=[CH:21][C:20]=2[O:26][CH2:27][CH2:28][CH2:29][NH:30][C:31]([O:33][C:34]([CH3:37])([CH3:36])[CH3:35])=[O:32])=[N:6][CH:7]=1.[NH:40]1[CH2:44][CH2:43][CH2:42][CH2:41]1>>[C:34]([O:33][C:31]([NH:30][CH2:29][CH2:28][CH2:27][O:26][C:20]1[CH:21]=[C:22]([N:40]2[CH2:44][CH2:43][CH2:42][CH2:41]2)[CH:23]=[CH:24][C:19]=1[C:18]([NH:17][C:11]1[CH:12]=[CH:13][C:14]([F:16])=[CH:15][C:10]=1[C:9]([NH:8][C:5]1[CH:4]=[CH:3][C:2]([Cl:1])=[CH:7][N:6]=1)=[O:39])=[O:38])=[O:32])([CH3:36])([CH3:37])[CH3:35]. Reported procedure: A solution of N-(5-chloropyridin-2-yl)-5-fluoro-2-[4-fluoro-2-(3-tert-butoxycarbonylaminopropoxy)benzoylamino]benzamide (0.4 g, 0.71 mmol) in pyrrolidine (10 mL) was heated at 80° C. for 6 hr. The reaction was concentrated in vacuo and the residue was purified by RPLC (ethyl acetate/hexane 1:4) to give pure product (0.345 g, 79%).